From a dataset of the Open Reaction Database (ORD), a public repository of structured organic reaction records. describe an organic reaction: reactants, conditions, products, and yield The reactants are CS(=O)(=O)NC1=CC=C(CN(C)C2CC3=CC=C(C=C3C2)NS(=O)(=O)C)C=C1 (2-[N-(4-Methanesulphonamidobenzyl)-N-methylamino]-5-methanesulphonamidoindane). Reagents/catalysts: [Pd] (Pd/C). The solvent is C(C)O (ethanol). Reaction conditions: time 2 hour. The product is CS(=O)(=O)NC=1C=C2CC(CC2=CC1)NC (5-Methanesulphonamido-2-methylaminoindane). Reaction SMILES: CS(NC1C=CC([CH2:10][N:11]([CH:13]2[CH2:21][C:20]3[C:15](=[CH:16][CH:17]=[C:18]([NH:22][S:23]([CH3:26])(=[O:25])=[O:24])[CH:19]=3)[CH2:14]2)C)=CC=1)(=O)=O>C(O)C.[Pd]>[CH3:26][S:23]([NH:22][C:18]1[CH:19]=[C:20]2[C:15](=[CH:16][CH:17]=1)[CH2:14][CH:13]([NH:11][CH3:10])[CH2:21]2)(=[O:25])=[O:24]. Procedure details: 2-[N-(4-Methanesulphonamidobenzyl)-N-methylamino]-5-methanesulphonamidoindane (0.175 g) in ethanol (20 ml) containing 5% Pd/C (0.02 g) was stirred under a hydrogen atmosphere [275.8 kPa (40 p.s.i.)] for 31/2 hours at 40°. The catalyst was then removed by filtration and the filtrate evaporated to dryness in vacuo to give the title compound as an oil, yield 0.09 g, which was used directly without further purification. Starting materials: C(C)NC(=O)NC1=CC=C(C=C1)C=1N=C(C2=C(N1)CNCC2)N2CCOCC2 (1-ethyl-3-(4-(4-morpholino-5,6,7,8-tetrahydropyrido[3,4-d]pyrimidin-2-yl)phenyl)urea), C(C(C)(C)C)(=O)Cl (pivaloyl chloride). Yields the product C(C)NC(=O)NC1=CC=C(C=C1)C=1N=C(C2=C(N1)CN(CC2)C(C(C)(C)C)=O)N2CCOCC2 (1-ethyl-3-(4-(4-morpholino-7-pivaloyl-5,6,7,8-tetrahydropyrido[3,4-d]pyrimidin-2-yl)phenyl)urea). RXN SMILES: [CH2:1]([NH:3][C:4]([NH:6][C:7]1[CH:12]=[CH:11][C:10]([C:13]2[N:14]=[C:15]([N:23]3[CH2:28][CH2:27][O:26][CH2:25][CH2:24]3)[C:16]3[CH2:22][CH2:21][NH:20][CH2:19][C:17]=3[N:18]=2)=[CH:9][CH:8]=1)=[O:5])[CH3:2].[C:29](Cl)(=[O:34])[C:30]([CH3:33])([CH3:32])[CH3:31]>>[CH2:1]([NH:3][C:4]([NH:6][C:7]1[CH:8]=[CH:9][C:10]([C:13]2[N:14]=[C:15]([N:23]3[CH2:24][CH2:25][O:26][CH2:27][CH2:28]3)[C:16]3[CH2:22][CH2:21][N:20]([C:29](=[O:34])[C:30]([CH3:33])([CH3:32])[CH3:31])[CH2:19][C:17]=3[N:18]=2)=[CH:11][CH:12]=1)=[O:5])[CH3:2]. Procedure details: Method as example 18 using 1-ethyl-3-(4-(4-morpholino-5,6,7,8-tetrahydropyrido[3,4-d]pyrimidin-2-yl)phenyl)urea (example 82) and pivaloyl chloride as starting materials. Reactants: Cc1ccccc1, CCOc1nc2ccc(Cl)cc2s1, Cl. Product: O=c1[nH]c2ccc(Cl)cc2s1. As a reaction SMILES: [CH3:15][c:16]1[cH:17][cH:18][cH:19][cH:20][cH:21]1.[Cl:1][c:2]1[cH:3][c:4]2[c:5]([n:6][c:7]([O:9][CH2:10][CH3:11])[s:8]2)[cH:12][cH:13]1.[ClH:14]>>[Cl:1][c:2]1[cH:3][c:4]2[c:5]([nH:6][c:7](=[O:9])[s:8]2)[cH:12][cH:13]1. Reactants: BrC=1C=NN(C1OC)C1=NC=C(C(=O)NCCCOC)C=C1 (6-(4-bromo-5-methoxy-1H-pyrazol-1-yl)-N-(3-methoxypropyl)nicotinamide), C(C)OC1=NC=CC(=C1)B(O)O ((2-ethoxypyridin-4-yl)boronic acid). Yields the product C(C)OC1=NC=CC(=C1)C=1C=NN(C1O)C1=NC=C(C(=O)NCCCOC)C=C1 (6-(4-(2-ethoxypyridin-4-yl)-5-hydroxy-1H-pyrazol-1-yl)-N-(3-methoxypropyl)nicotinamide). Reaction SMILES: Br[C:2]1[CH:3]=[N:4][N:5]([C:9]2[CH:22]=[CH:21][C:12]([C:13]([NH:15][CH2:16][CH2:17][CH2:18][O:19][CH3:20])=[O:14])=[CH:11][N:10]=2)[C:6]=1[O:7]C.[CH2:23]([O:25][C:26]1[CH:31]=[C:30](B(O)O)[CH:29]=[CH:28][N:27]=1)[CH3:24]>>[CH2:23]([O:25][C:26]1[CH:31]=[C:30]([C:2]2[CH:3]=[N:4][N:5]([C:9]3[CH:22]=[CH:21][C:12]([C:13]([NH:15][CH2:16][CH2:17][CH2:18][O:19][CH3:20])=[O:14])=[CH:11][N:10]=3)[C:6]=2[OH:7])[CH:29]=[CH:28][N:27]=1)[CH3:24]. Reported procedure: The title compound was prepared in a manner similar to Example 213 using 6-(4-bromo-5-methoxy-1H-pyrazol-1-yl)-N-(3-methoxypropyl)nicotinamide and (2-ethoxypyridin-4-yl)boronic acid. 1H NMR (400 MHz, DMSO-d6) δ ppm 1.25 (t, J=7.1 Hz, 3H) 1.71 (quin, J=6.7 Hz, 2H) 3.18 (s, 3H) 3.21-3.29 (m, 2H) 3.32 (t, J=6.3 Hz, 2H) 4.22 (q, J=7.1 Hz, 2H) 7.31 (s, 1H) 7.40 (d, J=5.3 Hz, 1H) 7.94 (d, J=5.6 Hz, 1H) 8.26-8.34 (m, 1H) 8.34-8.42 (m, 1H) 8.47 (br. s., 1H) 8.61 (t, J=5.6 Hz, 1H) 8.82 (d, J=1.5 Hz, 1H) ... Reactants: CC(C)=O, COC(=O)c1cc(C#C[Si](C)(C)C)c(F)c(F)c1Nc1ccccc1F, O, O=S(=O)(O)O. Yields the product COC(=O)c1cc(C(C)=O)c(F)c(F)c1Nc1ccccc1F. RXN SMILES: [CH3:33][C:34](=[O:35])[CH3:36].[F:1][c:2]1[c:3]([NH:8][c:9]2[c:10]([C:11](=[O:12])[O:13][CH3:14])[cH:15][c:16]([C:21]#[C:22][Si:23]([CH3:24])([CH3:25])[CH3:26])[c:17]([F:20])[c:18]2[F:19])[cH:4][cH:5][cH:6][cH:7]1.[OH2:32].[S:27]([OH:28])(=[O:29])(=[O:30])[OH:31]>>[F:1][c:2]1[c:3]([NH:8][c:9]2[c:10]([C:11](=[O:12])[O:13][CH3:14])[cH:15][c:16]([C:21]([CH3:22])=[O:28])[c:17]([F:20])[c:18]2[F:19])[cH:4][cH:5][cH:6][cH:7]1. Starting materials: CCCCCCCCCCCCCCCCCC(CC1OC(=O)C1CC)OC1CCCCO1, CC(C)CC(NC(=O)OCc1ccccc1)C(=O)O, ClCCl, C(=NC1CCCCC1)=NC1CCCCC1. The product is CCCCCCCCCCCCCCCCCC(CC1OC(=O)C1CC)OC(=O)C(CC(C)C)NC(=O)OCc1ccccc1. As a reaction SMILES: [CH2:1]([CH3:2])[CH:3]1[C:4](=[O:33])[O:5][CH:6]1[CH2:7][CH:8]([CH2:9][CH2:10][CH2:11][CH2:12][CH2:13][CH2:14][CH2:15][CH2:16][CH2:17][CH2:18][CH2:19][CH2:20][CH2:21][CH2:22][CH2:23][CH2:24][CH3:25])[O:26][CH:27]1[CH2:28][CH2:29][CH2:30][CH2:31][O:32]1.[CH2:34]([c:35]1[cH:36][cH:37][cH:38][cH:39][cH:40]1)[O:41][C:42](=[O:43])[NH:44][CH:45]([CH2:46][CH:47]([CH3:48])[CH3:49])[C:50](=[O:51])[OH:52].[CH2:68]([Cl:69])[Cl:70].[CH:53]1([N:54]=[C:55]=[N:56][CH:57]2[CH2:58][CH2:59][CH2:60][CH2:61][CH2:62]2)[CH2:63][CH2:64][CH2:65][CH2:66][CH2:67]1>>[CH2:1]([CH3:2])[CH:3]1[C:4](=[O:33])[O:5][CH:6]1[CH2:7][CH:8]([CH2:9][CH2:10][CH2:11][CH2:12][CH2:13][CH2:14][CH2:15][CH2:16][CH2:17][CH2:18][CH2:19][CH2:20][CH2:21][CH2:22][CH2:23][CH2:24][CH3:25])[O:51][C:50]([CH:45]([NH:44][C:42]([O:41][CH2:34][c:35]1[cH:36][cH:37][cH:38][cH:39][cH:40]1)=[O:43])[CH2:46][CH:47]([CH3:48])[CH3:49])=[O:52]. Starting materials: C, CCO, Cl, O=C(N1CCCCC12CCc1ccc([N+](=O)[O-])cc1C2=O)C(F)(F)F, [Pd]. The product is Cl, Nc1ccc2c(c1)C(=O)C1(CCCCN1C(=O)C(F)(F)F)CC2. Reaction SMILES: [C:30].[CH3:27][CH2:28][OH:29].[ClH:26].[F:1][C:2]([C:3](=[O:4])[N:5]1[CH2:6][CH2:7][CH2:8][CH2:9][C:10]12[C:11](=[O:23])[c:12]1[cH:13][c:14]([N+:20]([O-:21])=[O:22])[cH:15][cH:16][c:17]1[CH2:18][CH2:19]2)([F:24])[F:25].[Pd:31]>>[ClH:26].[F:1][C:2]([C:3](=[O:4])[N:5]1[CH2:6][CH2:7][CH2:8][CH2:9][C:10]12[C:11](=[O:23])[c:12]1[cH:13][c:14]([NH2:20])[cH:15][cH:16][c:17]1[CH2:18][CH2:19]2)([F:24])[F:25]. The reactants are C(C)(=O)O[BH-](OC(C)=O)OC(C)=O.[Na+] (sodium triacetoxyborohydride), C(C)OC(CSC)OCC (2-(methylthio)-acetaldehyde diethyl acetal), Cl (HCl), C(C)(=O)O (acetic acid), FC(C1=CC=C(C=C1)C1=CC(=CC=C1)N)(F)F (4′-(trifluoromethyl)-1,1′-biphenyl-3-ylamine), resultant mixture. Isolated yield 45.1%. Product: CSCCNC=1C=C(C=CC1)C1=CC=C(C=C1)C(F)(F)F (N-[2-(Methylthio)ethyl]-N-[4′-(trifluoromethyl)-1,1′-biphenyl-3-yl]amine). Reaction conditions: time 1 hour. As a reaction SMILES: C(O[CH:4](OCC)[CH2:5][S:6][CH3:7])C.Cl.[F:12][C:13]([F:28])([F:27])[C:14]1[CH:19]=[CH:18][C:17]([C:20]2[CH:25]=[CH:24][CH:23]=[C:22]([NH2:26])[CH:21]=2)=[CH:16][CH:15]=1.C(O[BH-](OC(=O)C)OC(=O)C)(=O)C.[Na+].C(O)(=O)C>>[CH3:7][S:6][CH2:5][CH2:4][NH:26][C:22]1[CH:21]=[C:20]([C:17]2[CH:18]=[CH:19][C:14]([C:13]([F:12])([F:27])[F:28])=[CH:15][CH:16]=2)[CH:25]=[CH:24][CH:23]=1 |f:3.4|. Reported procedure: A solution of 2-(methylthio)-acetaldehyde diethyl acetal (0.465 g, 2.83 mmol) in 0.5 M HCl (5.66 mL, 2.83 mmol) was heated to 50° C. and stirred under nitrogen for 1 h. The reaction mixture was allowed to cool and extracted with CH2Cl2 (20 mL). The organic solution was dried (hydrophobic frit), and stood over molecular sieves for 2 h then decanted off into a clean flask. To this solution was added 4′-(trifluoromethyl)-1,1′-biphenyl-3-ylamine (0.67 g, 2.83 mmol) followed by sodium triacetoxyboroh... The reactants are BrC=1C=C(OC2COCCC2)C=CC1 (3-(3-bromophenoxy)tetrahydropyran), C(#C)C=1C=C(OC2COCCC2)C=CC1 (3-(3 -ethynylphenoxy)tetrahydropyran), C1(=CC=CC=C1)P(C1=CC=CC=C1)C1=CC=CC=C1 (triphenylphosphine). Reagents/catalysts: [Cu]I (copper(I) iodide), Cl[Pd]([P](C1=CC=CC=C1)(C2=CC=CC=C2)C3=CC=CC=C3)([P](C4=CC=CC=C4)(C5=CC=CC=C5)C6=CC=CC=C6)Cl (bis(triphenylphosphine)palladium(II) dichloride). The solvent is C(C)N(CC)CC (triethylamine). The product is OC=1C=C(C=CC1)C#CC1=CC(=CC=C1)O (1,2-bis-(3-hydroxyphenyl)ethyne). Reaction SMILES: Br[C:2]1[CH:3]=[C:4]([CH:12]=[CH:13][CH:14]=1)[O:5]C1CCCOC1.[C:15]([C:17]1[CH:18]=[C:19]([CH:27]=[CH:28][CH:29]=1)[O:20]C1CCCOC1)#[CH:16].C1(P(C2C=CC=CC=2)C2C=CC=CC=2)C=CC=CC=1>C(N(CC)CC)C.[Cu]I.Cl[Pd](Cl)([P](C1C=CC=CC=1)(C1C=CC=CC=1)C1C=CC=CC=1)[P](C1C=CC=CC=1)(C1C=CC=CC=1)C1C=CC=CC=1>[OH:20][C:19]1[CH:18]=[C:17]([C:15]#[C:16][C:2]2[CH:14]=[CH:13][CH:12]=[C:4]([OH:5])[CH:3]=2)[CH:29]=[CH:28][CH:27]=1 |^1:60,79|. Procedure details: Following the above procedure, the reaction was performed with 3-(3-bromophenoxy)tetrahydropyran (2.57 g), 3-(3 -ethynylphenoxy)tetrahydropyran (2.02 g), triphenylphosphine (105 mg), copper(I) iodide (19 mg) and bis(triphenylphosphine)palladium(II) dichloride (70 mg) in triethylamine (40 ml). The crude dark residue obtained after filtration over silica-gel column is dissolved in a mixture of dichloromethane (10 ml) and methanol (40 ml), then treated with 150 mg pyridinium p-toluene sulphonate at...